Dataset: the Open Reaction Database (ORD), a public repository of structured organic reaction records. Task: describe an organic reaction: reactants, conditions, products, and yield Starting materials: CS(=O)(=O)C1=CC=C(OC2=CC3=C(NC(=N3)C3=NC=CC=C3)C=C2C2NCCC2)C=C1 (5-(4-methanesulfonyl-phenoxy)-2-pyridin-2-yl-6-pyrrolidin-2-yl-1H-benzimidazole), C(C)(C)(C)OC(=O)NCC(=O)O (N-t-butoxycarbonyl-glycine). Yields the product CS(=O)(=O)C1=CC=C(OC=2C(=CC3=C(N=C(N3)C3=NC=CC=C3)C2)C2N(CCC2)C(CNC(OCC)=O)=O)C=C1 (Ethyl (2-(2-(6-(4-methanesulfonyl-phenoxy)-2-pyridin-2-yl-3H-benzimidazol-5-yl)-pyrrolidin-1-yl)-2-oxo-ethyl)-carbamate). As a reaction SMILES: [CH3:1][S:2]([C:5]1[CH:31]=[CH:30][C:8]([O:9][C:10]2[C:24]([CH:25]3[CH2:29][CH2:28][CH2:27][NH:26]3)=[CH:23][C:13]3[NH:14][C:15]([C:17]4[CH:22]=[CH:21][CH:20]=[CH:19][N:18]=4)=[N:16][C:12]=3[CH:11]=2)=[CH:7][CH:6]=1)(=[O:4])=[O:3].[C:32]([O:36][C:37]([NH:39][CH2:40][C:41](O)=[O:42])=[O:38])(C)(C)[CH3:33]>>[CH3:1][S:2]([C:5]1[CH:6]=[CH:7][C:8]([O:9][C:10]2[C:24]([CH:25]3[CH2:29][CH2:28][CH2:27][N:26]3[C:41](=[O:42])[CH2:40][NH:39][C:37](=[O:38])[O:36][CH2:32][CH3:33])=[CH:23][C:13]3[NH:14][C:15]([C:17]4[CH:22]=[CH:21][CH:20]=[CH:19][N:18]=4)=[N:16][C:12]=3[CH:11]=2)=[CH:30][CH:31]=1)(=[O:3])=[O:4]. Procedure: The entitled compound was obtained in the same method as in Example 171 and 181 or in accordance with the method or by combining it with an ordinary method but using 5-(4-methanesulfonyl-phenoxy)-2-pyridin-2-yl-6-pyrrolidin-2-yl-1H-benzimidazole obtained in Example 162 (step 7) and N-t-butoxycarbonyl-glycine. The reactants are CC(C)(C1=CC(=CC=C1)C(C)(C)N=C=O)N=C=O (m-tetramethylxylene diisocyanate), COC1=CC=C(O)C=C1 (hydroquinone monomethyl ether), 302, C(C(=C)C)(=O)OCC(C)O (2-hydroxypropyl methacrylate), C(CCCCCCCCCCC)(=O)[O-].C(CCCCCCCCCCC)(=O)[O-].C(CCC)[Sn+2] (n-butyl tin dilaurate). Conditions: temperature 60 celsius, time 8 hour. Yields the product C(C(=C)C)(=O)O.C(C(=C)C)(=O)O.NC(=O)OCC (urethane dimethacrylate). As a reaction SMILES: CC(N=C=O)(C1C=CC=C(C([N:13]=C=O)(C)C)C=1)C.COC1C=CC(O)=CC=1.[C:28]([O:33][CH2:34][CH:35](O)C)(=[O:32])[C:29]([CH3:31])=[CH2:30].C([O-])(=O)CCCCCCCCCCC.C([O-])(=O)CCCCCCCCCCC.C([Sn+2])CCC>>[C:28]([OH:33])(=[O:32])[C:29]([CH3:31])=[CH2:30].[C:28]([OH:33])(=[O:32])[C:29]([CH3:31])=[CH2:30].[NH2:13][C:28]([O:33][CH2:34][CH3:35])=[O:32] |f:3.4.5,6.7.8,^1:66|. Reported procedure: 244 Parts of m-tetramethylxylene diisocyanate and 0.3 part of hydroquinone monomethyl ether were charged in a three necked flask and thereto was added dropwise a mixture of 302 parts of 2-hydroxypropyl methacrylate and 0.3 part of n-butyl tin dilaurate over a period of 3 hours with stirring at 60° C. After completion of the addition, reaction was allowed to proceed for 8 hours at 70° C. to obtain urethane dimethacrylate UDM1. Reactants: BrC=1C=C2C(NC(N(C2=CC1)CC1=CC=C(C=C1)OC)=O)(C(F)(F)F)CNC(C1=CC=C(C=C1)F)=O (N-{[6-bromo-1-(4-methoxybenzyl)-2-oxo-4-(trifluoromethyl)-1,2,3,4-tetrahydroquinazolin-4-yl]methyl}-4-fluorobenzamide), [N+](=O)([O-])[O-].[NH4+].[Ce] (cerium ammonium nitrate), S(=O)(=O)([O-])S(=O)[O-].[Na+].[Na+] (Sodium pyrosulfite). Run in C(C)(=O)OCC (ethyl acetate), C(C)#N (acetonitrile). Conditions: time 4 hour. Yields the product BrC=1C=C2C(NC(NC2=CC1)=O)(C(F)(F)F)CNC(C1=CC=C(C=C1)F)=O (N-{[6-bromo-2-oxo-4-(trifluoromethyl)-1,2,3,4-tetrahydroquinazolin-4-yl]methyl}-4-fluorobenzamide). As a reaction SMILES: [Br:1][C:2]1[CH:3]=[C:4]2[C:9](=[CH:10][CH:11]=1)[N:8](CC1C=CC(OC)=CC=1)[C:7](=[O:21])[NH:6][C:5]2([CH2:26][NH:27][C:28](=[O:36])[C:29]1[CH:34]=[CH:33][C:32]([F:35])=[CH:31][CH:30]=1)[C:22]([F:25])([F:24])[F:23].[N+]([O-])([O-])=O.[NH4+].[Ce].S(S([O-])=O)([O-])(=O)=O.[Na+].[Na+]>C(#N)C.C(OCC)(=O)C>[Br:1][C:2]1[CH:3]=[C:4]2[C:9](=[CH:10][CH:11]=1)[NH:8][C:7](=[O:21])[NH:6][C:5]2([CH2:26][NH:27][C:28](=[O:36])[C:29]1[CH:30]=[CH:31][C:32]([F:35])=[CH:33][CH:34]=1)[C:22]([F:25])([F:23])[F:24] |f:1.2.3,4.5.6|. Procedure: To a stirring solution of N-{[6-bromo-1-(4-methoxybenzyl)-2-oxo-4-(trifluoromethyl)-1,2,3,4-tetrahydroquinazolin-4-yl]methyl}-4-fluorobenzamide (260 mg, 0.46 mmol) in acetonitrile (6 mL), an aqueous solution (1 mL) of cerium ammonium nitrate (755 mg, 1.38 mmol) was added dropwise at room temperature. The reaction solution was stirred at room temperature for 4 hours. Sodium pyrosulfite was added to the reaction solution, and the solution was stirred for 30 minutes, and then diluted with ethyl ace... Starting materials: Cl (HCl), C([O-])([O-])=O.[K+].[K+] (potassium carbonate), C(C)(=O)NS(=O)(=O)C1=CC(=CC=C1)CN (N-acetyl-3-aminomethyl-benzenesulfonamide), FC=1C=C(C=CC1)C1=NC=C(C=N1)C(=O)Cl (2-(3-fluoro-phenyl)-pyrimidine-5-carboxylic acid chloride). The solvent is CCOC(=O)C (EtOAc), O (water), C(C)(=O)[O-] (acetate). Reaction conditions: time 8 hour. Product: C(C)(=O)NS(=O)(=O)C=1C=C(CNC(=O)C=2C=NC(=NC2)C2=CC(=CC=C2)F)C=CC1 (2-(3-fluoro-phenyl)-pyrimidine-5-carboxylic acid 3-acetylsulfamoyl-benzylamide). Reaction SMILES: C(=O)([O-])[O-].[K+].[K+].[C:7]([NH:10][S:11]([C:14]1[CH:19]=[CH:18][CH:17]=[C:16]([CH2:20][NH2:21])[CH:15]=1)(=[O:13])=[O:12])(=[O:9])[CH3:8].[F:22][C:23]1[CH:24]=[C:25]([C:29]2[N:34]=[CH:33][C:32]([C:35](Cl)=[O:36])=[CH:31][N:30]=2)[CH:26]=[CH:27][CH:28]=1.Cl>CCOC(C)=O.O.C([O-])(=O)C>[C:7]([NH:10][S:11]([C:14]1[CH:15]=[C:16]([CH:17]=[CH:18][CH:19]=1)[CH2:20][NH:21][C:35]([C:32]1[CH:33]=[N:34][C:29]([C:25]2[CH:26]=[CH:27][CH:28]=[C:23]([F:22])[CH:24]=2)=[N:30][CH:31]=1)=[O:36])(=[O:12])=[O:13])(=[O:9])[CH3:8] |f:0.1.2|. Procedure details: To a solution of potassium carbonate (1.22 mmol) and N-acetyl-3-aminomethyl-benzenesulfonamide (1.22 mmol) in EtOAc (10 mL) and water (10 mL) is added a solution of 2-(3-fluoro-phenyl)-pyrimidine-5-carboxylic acid chloride (1.22 mmol) in acetate (10 mL) at 0° C., and the mixture is stirred at room temperature overnight. The mixture is acidified with 5% HCl to pH ˜2-3 and extracted with EtOAc. The organic layer is separated, washed with water and brine, dried (MgSO4), filtered and concentrated in... Starting materials: N#Cc1ccc2[nH]ccc2c1C(F)(F)F, O=C1CCC(=O)N1Br, CN(C)C=O. The product is N#Cc1ccc2[nH]cc(Br)c2c1C(F)(F)F. As a reaction SMILES: [F:1][C:2]([c:3]1[c:4]2[cH:5][cH:6][nH:7][c:8]2[cH:9][cH:10][c:11]1[C:12]#[N:13])([F:14])[F:15].[O:16]=[C:17]1[N:18]([Br:23])[C:19](=[O:20])[CH2:21][CH2:22]1.[O:24]=[CH:25][N:26]([CH3:27])[CH3:28]>>[F:1][C:2]([c:3]1[c:4]2[c:5]([Br:23])[cH:6][nH:7][c:8]2[cH:9][cH:10][c:11]1[C:12]#[N:13])([F:14])[F:15].